The task is: describe an organic reaction: reactants, conditions, products, and yield. This data is from the Open Reaction Database (ORD), a public repository of structured organic reaction records. The reactants are C(C)(C)(C)OC(=O)NC1=C(SC=C1)I ((tert-Butoxy)-N-(2-iodo(3-thiophenyl))carboxamide), BrC1=CC=C(C=C1)B(O)O (4-bromophenylboronic acid), C(=O)([O-])[O-].[Na+].[Na+] (Na2CO3). Reagents/catalysts: C=1C=CC(=CC1)[P](C=2C=CC=CC2)(C=3C=CC=CC3)[Pd]([P](C=4C=CC=CC4)(C=5C=CC=CC5)C=6C=CC=CC6)([P](C=7C=CC=CC7)(C=8C=CC=CC8)C=9C=CC=CC9)[P](C=1C=CC=CC1)(C=1C=CC=CC1)C=1C=CC=CC1 (Pd(PPh3)4). Yields the product C(C)(C)(C)OC(=O)NC1=C(SC=C1)C1=CC=C(C=C1)Br ((tert-butoxy)-N-[2-(4-bromophenyl)(3-thiophenyl)]carboxamide). The yield is 5.9%. Reaction SMILES: [C:1]([O:5][C:6]([NH:8][C:9]1[CH:13]=[CH:12][S:11][C:10]=1I)=[O:7])([CH3:4])([CH3:3])[CH3:2].[Br:15][C:16]1[CH:21]=[CH:20][C:19](B(O)O)=[CH:18][CH:17]=1.C([O-])([O-])=O.[Na+].[Na+]>C1C=CC([P]([Pd]([P](C2C=CC=CC=2)(C2C=CC=CC=2)C2C=CC=CC=2)([P](C2C=CC=CC=2)(C2C=CC=CC=2)C2C=CC=CC=2)[P](C2C=CC=CC=2)(C2C=CC=CC=2)C2C=CC=CC=2)(C2C=CC=CC=2)C2C=CC=CC=2)=CC=1>[C:1]([O:5][C:6]([NH:8][C:9]1[CH:13]=[CH:12][S:11][C:10]=1[C:19]1[CH:20]=[CH:21][C:16]([Br:15])=[CH:17][CH:18]=1)=[O:7])([CH3:4])([CH3:3])[CH3:2] |f:2.3.4,^1:34,36,55,74|. Reported procedure: Heat (tert-Butoxy)-N-(2-iodo(3-thiophenyl))carboxamide (16.88 g, 0.52 mol), 4-bromophenylboronic acid (15.65 g, 0.78 mol), Na2CO3 (1.01 g, 1.04 mol) and Pd(PPh3)4 (5.79 g, 0.052 mol) in 375 ml of an anhydrous and deoxygenated 2:1 DME/EtOH mixture to 80° C. under nitrogen atmosphere for 24 h. Evaporate the organic solvents prior to the addition of water (200 mL). Extract the mixture with methylene chloride (3×150 mL) and combine the organic phases, dry (anh MgSO4), filter, and concentrate to furn... Reactants: N(=[N+]=[N-])C(C)C1=C(C2=C(S1)C=CC=C2)C2=CC=CC=C2 (2-(1-Azidoethyl)-3-phenylbenzo[b]thiophene), C1(=CC=CC=C1)P(C1=CC=CC=C1)C1=CC=CC=C1 (triphenylphosphine), C1(=CC=CC=C1)P(C1=CC=CC=C1)C1=CC=CC=C1 (triphenylphosphine). Procedure details: 2-(1-Azidoethyl)-3-phenylbenzo[b]thiophene (211 mg, 0.756 mmol) was dissolved in a mixture THF (4 mL) and water (0.27 mL) and triphenylphosphine (237 mg, 0.91 mmol) was added. The mixture was stirred at RT for 1 h and then additional triphenylphosphine (237 mg) was added. Stirring was continued for 1 h and the crude reaction mixture was loaded onto an Isolute® SCX-2 cartridge which was washed with MeOH and the product eluted with 2M NH3/MeOH. The product containing fractions were combined and co... Solvent: C1CCOC1 (THF), O (water). Run at time 1 hour. The product is C1(=CC=CC=C1)C=1C2=C(SC1C(C)N)C=CC=C2 (1-(3-phenylbenzo[b]thiophen-2-yl)ethanamine). RXN SMILES: [N:1]([CH:4]([C:6]1[S:10][C:9]2[CH:11]=[CH:12][CH:13]=[CH:14][C:8]=2[C:7]=1[C:15]1[CH:20]=[CH:19][CH:18]=[CH:17][CH:16]=1)[CH3:5])=[N+]=[N-].C1(P(C2C=CC=CC=2)C2C=CC=CC=2)C=CC=CC=1>C1COCC1.O>[C:15]1([C:7]2[C:8]3[CH:14]=[CH:13][CH:12]=[CH:11][C:9]=3[S:10][C:6]=2[CH:4]([NH2:1])[CH3:5])[CH:16]=[CH:17][CH:18]=[CH:19][CH:20]=1. The yield is 83.5%. Reactants: C1CCOC1, Clc1nc2c(ncn2C2CCCCO2)c2nncn12, [Li+], [OH-], O. The product is O=c1[nH]c2c(ncn2C2CCCCO2)c2nncn12. RXN SMILES: [CH2:23]1[O:24][CH2:25][CH2:26][CH2:27]1.[Cl:1][c:2]1[n:3]2[c:4]([c:5]3[n:6][cH:7][n:8]([CH:11]4[O:12][CH2:13][CH2:14][CH2:15][CH2:16]4)[c:9]3[n:10]1)[n:17][n:18][cH:19]2.[Li+:20].[OH-:21].[OH2:22]>>[c:2]1(=[O:21])[n:3]2[c:4]([c:5]3[n:6][cH:7][n:8]([CH:11]4[O:12][CH2:13][CH2:14][CH2:15][CH2:16]4)[c:9]3[nH:10]1)[n:17][n:18][cH:19]2. Starting materials: CSc1cc(-c2nccnc2Nc2cccc3[nH]ncc23)nc(C)n1, C1COCCO1, O=C(OO)c1cccc(Cl)c1. Yields the product Cc1nc(-c2nccnc2Nc2cccc3[nH]ncc23)cc(S(C)=O)n1. As a reaction SMILES: [CH3:1][c:2]1[n:3][c:4]([S:24][CH3:25])[cH:5][c:6](-[c:8]2[c:9]([NH:14][c:15]3[c:16]4[cH:17][n:18][nH:19][c:20]4[cH:21][cH:22][cH:23]3)[n:10][cH:11][cH:12][n:13]2)[n:7]1.[O:37]1[CH2:38][CH2:39][O:40][CH2:41][CH2:42]1.[OH:26][O:27][C:28]([c:29]1[cH:30][c:31]([Cl:32])[cH:33][cH:34][cH:35]1)=[O:36]>>[CH3:1][c:2]1[n:3][c:4]([S:24]([CH3:25])=[O:26])[cH:5][c:6](-[c:8]2[c:9]([NH:14][c:15]3[c:16]4[cH:17][n:18][nH:19][c:20]4[cH:21][cH:22][cH:23]3)[n:10][cH:11][cH:12][n:13]2)[n:7]1. Starting materials: ClC=1C=2C3=C(C(=NC3=C(C1)Cl)S)C=CC2 (6,8-dichloro-benz[cd]indole-2-thiol), N1(C=NC=C1)CCCCCN (5-(1H-imidazol-1-yl)pentanamine), mercuric acetate. Solvent: CN(C=O)C (dimethylformamide). The product is ClC=1C=2C3=C(C(=NC3=C(C1)Cl)NCCCCCN1C=NC=C1)C=CC2 (6,8-Dichloro-N-[5-(1H-imidazol-1-yl)pentyl]benz[cd]indol-2-amine). The yield is 24.5%. RXN SMILES: [Cl:1][C:2]1[C:3]2[C:4]3[C:8](=[C:9]([Cl:11])[CH:10]=1)[N:7]=[C:6](S)[C:5]=3[CH:13]=[CH:14][CH:15]=2.[N:16]1([CH2:21][CH2:22][CH2:23][CH2:24][CH2:25][NH2:26])[CH:20]=[CH:19][N:18]=[CH:17]1>CN(C)C=O>[Cl:1][C:2]1[C:3]2[C:4]3[C:8](=[C:9]([Cl:11])[CH:10]=1)[N:7]=[C:6]([NH:26][CH2:25][CH2:24][CH2:23][CH2:22][CH2:21][N:16]1[CH:20]=[CH:19][N:18]=[CH:17]1)[C:5]=3[CH:13]=[CH:14][CH:15]=2. Procedure details: A mixture of 5.0 g of 6,8-dichloro-benz[cd]indole-2-thiol, 3.1 g of 5-(1H-imidazol-1-yl)pentanamine, 100 ml of dry dimethylformamide and 6.3 g of mercuric acetate was reacted as described in Example 1, giving 1.8 g of the desired product, mp 191°-192.5° C. The reactants are N1(CCC1)S(=O)(=O)N (azetidine-1-sulfonamide), CS(=O)(=O)N (methanesulfonamide), C12(CC3CC(CC(C1)C3)C2)COC2=CC(=C(C(=O)O)C=C2I)F (4-(adamantan-1-ylmethoxy)-2-fluoro-5-iodobenzoic acid), C12C(C3CC(CC(C1)C3)C2)C(C2=C(C=C(C(=O)O)C=C2)Cl)OCC2=CC=CC=C2 (4-(adamantan-2-yl(benzyloxy)methyl)-3-chlorobenzoic acid). The product is C12C(C3CC(CC(C1)C3)C2)C(C2=C(C=C(C(=O)NS(=O)(=O)C)C=C2)Cl)OCC2=CC=CC=C2 (4-(adamantan-2-yl(benzyloxy)methyl)-3-chloro-N-(methylsulfonyl)-benzamide), solid. The yield is 61.0%. As a reaction SMILES: C12(COC3C(I)=CC(C(O)=O)=C(F)C=3)CC3CC(CC(C3)C1)C2.[CH:24]12[CH2:33][CH:28]3[CH2:29][CH:30]([CH2:32][CH:26]([CH2:27]3)[CH:25]1[CH:34]([O:45][CH2:46][C:47]1[CH:52]=[CH:51][CH:50]=[CH:49][CH:48]=1)[C:35]1[CH:43]=[CH:42][C:38]([C:39](O)=[O:40])=[CH:37][C:36]=1[Cl:44])[CH2:31]2.N1(S(N)(=O)=O)CCC1.[CH3:61][S:62]([NH2:65])(=[O:64])=[O:63]>>[CH:24]12[CH2:33][CH:28]3[CH2:29][CH:30]([CH2:32][CH:26]([CH2:27]3)[CH:25]1[CH:34]([O:45][CH2:46][C:47]1[CH:52]=[CH:51][CH:50]=[CH:49][CH:48]=1)[C:35]1[CH:43]=[CH:42][C:38]([C:39]([NH:65][S:62]([CH3:61])(=[O:64])=[O:63])=[O:40])=[CH:37][C:36]=1[Cl:44])[CH2:31]2. Reported procedure: Following the procedure as described in Example 299 Step 2 and making variations as required to replace 4-(adamantan-1-ylmethoxy)-2-fluoro-5-iodobenzoic acid with 4-(adamantan-2-yl(benzyloxy)methyl)-3-chlorobenzoic acid and to replace azetidine-1-sulfonamide with methanesulfonamide, the title compound was obtained as a colorless solid (0.312 g, 61%): 1H NMR (300 MHz, DMSO-d6) δ 12.24 (br s, 1H), 8.04 (d, J=1.7 Hz, 1H), 7.97 (d, J=7.9 Hz, 1H), 7.71 (d, J=8.1 Hz, 1H), 7.37-7.22 (m, 5H), 5.08 (d, J... Reactants: C1(=CC=CC=C1)CN1C(CCC1)C1=CC(=CC=C1)OC (1-Phenylmethyl-2-(3-methoxyphenyl)pyrrolidine), C([O-])(O)=O.[Na+] (sodium bicarbonate). Solvent: Br (hydrobromic acid). Yields the product C1(=CC=CC=C1)CN1C(CCC1)C=1C=C(C=CC1)O (3-(1-Phenylmethyl-2-pyrrolidinyl)phenol). Isolated yield 61.0%. RXN SMILES: [C:1]1([CH2:7][N:8]2[CH2:12][CH2:11][CH2:10][CH:9]2[C:13]2[CH:18]=[CH:17][CH:16]=[C:15]([O:19]C)[CH:14]=2)[CH:6]=[CH:5][CH:4]=[CH:3][CH:2]=1.C(=O)(O)[O-].[Na+]>Br>[C:1]1([CH2:7][N:8]2[CH2:12][CH2:11][CH2:10][CH:9]2[C:13]2[CH:14]=[C:15]([OH:19])[CH:16]=[CH:17][CH:18]=2)[CH:6]=[CH:5][CH:4]=[CH:3][CH:2]=1 |f:1.2|. Procedure details: 1-Phenylmethyl-2-(3-methoxyphenyl)pyrrolidine in 48% hydrobromic acid (65 ml), was warmed to 110° C. for 2.5 hrs, and cooled to ambient temperature. The reaction mixture was neutralized with saturated sodium bicarbonate solution and extracted into dichloromethane (2 times). The combined organic extracts were dried over anhydrous sodium sulfate, filtered, and the filtrate was concentrated. The residue was purified by flash column chromatography (silica gel, 1:1 ethyl acetate/dichloromethane). The... The reactants are FC1=CC=C2C=CNC2=C1 (6-fluoroindole), C1(CC1)CBr (cyclopropyl-methylbromide), N1=C(C=CC=C1)SC1=CN=C(S1)N (5-(pyridin-2-ylsulfanyl)-thiazole-2-ylamine). Product: N1C=CC2=CC=CC=C12 (Indole). Reaction SMILES: F[C:2]1[CH:10]=[C:9]2[C:5]([CH:6]=[CH:7][NH:8]2)=[CH:4][CH:3]=1.C1(CBr)CC1.N1C=CC=CC=1SC1SC(N)=NC=1>>[NH:8]1[C:9]2[C:5](=[CH:4][CH:3]=[CH:2][CH:10]=2)[CH:6]=[CH:7]1. Reported procedure: 6-fluoroindole, R5X=cyclopropyl-methylbromide; NH2A=5-(pyridin-2-ylsulfanyl)-thiazole-2-ylamine Starting materials: ( 9.49 ), ( 7.33 ), N1=P(N=P(N=P1(Cl)Cl)(Cl)Cl)(Cl)Cl (triphosphonitrilic chloride), C(CCC)O (butanol), ( 50.25 ). The solvent is petroleum ether, N1=CC=CC=C1 (pyridine). Run at time 8 hour. Yields the product C(CCC)OP1(=NP(=NP(=N1)(OCCCC)OCCCC)(OCCCC)OCCCC)OCCCC (hexakis(butoxy)cyclotriphosphazene). Yield: 90.0%. Reaction SMILES: [N:1]1[P:6](Cl)(Cl)=[N:5][P:4](Cl)(Cl)=[N:3][P:2]=1(Cl)Cl.[CH2:13]([OH:17])[CH2:14][CH2:15][CH3:16]>N1C=CC=CC=1>[CH2:13]([O:17][P:2]1([O:17][CH2:13][CH2:14][CH2:15][CH3:16])[N:3]=[P:4]([O:17][CH2:13][CH2:14][CH2:15][CH3:16])([O:17][CH2:13][CH2:14][CH2:15][CH3:16])[N:5]=[P:6]([O:17][CH2:13][CH2:14][CH2:15][CH3:16])([O:17][CH2:13][CH2:14][CH2:15][CH3:16])[N:1]=1)[CH2:14][CH2:15][CH3:16]. Reported procedure: To a chilled solution (0°-5° C.) of triphosphonitrilic chloride (0.018 mole) in 26 ml of pyridine, butanol (0.34 mole) was added. The mixture was stirred at room temperature overnight, diluted with petroleum ether and washed with dilute HCl, NaHCO3, and water successively. After removal of solvent, the product IIa was obtained in a yield of 90%. Found (and calcd. for C24H54N3O6P3 /M.W. 574): C 47.32 (50.25); H 9.00 (9.49); and N 7.71 (7.33). The reactants are CO, O=c1[nH]cc(Cc2ccccc2[N+](=O)[O-])[nH]1. The product is Nc1ccccc1Cc1c[nH]c(=O)[nH]1. Reaction SMILES: [CH3:17][OH:18].[N+:1]([O-:2])(=[O:3])[c:4]1[c:5]([CH2:6][c:7]2[nH:8][c:9](=[O:12])[nH:10][cH:11]2)[cH:13][cH:14][cH:15][cH:16]1>>[NH2:1][c:4]1[c:5]([CH2:6][c:7]2[nH:8][c:9](=[O:12])[nH:10][cH:11]2)[cH:13][cH:14][cH:15][cH:16]1.